From a dataset of the Open Reaction Database (ORD), a public repository of structured organic reaction records. describe an organic reaction: reactants, conditions, products, and yield Reactants: BrC(Br)(Br)Br, C1CCOC1, CCOC(C)=O, ClCCl, COc1ccc2c(C3=C(c4cccc5ccn(C)c45)C(=O)NC3=O)cn(CCO)c2c1, c1ccc(P(c2ccccc2)c2ccccc2)cc1. The product is COc1ccc2c(C3=C(c4cccc5ccn(C)c45)C(=O)NC3=O)cn(CCBr)c2c1. Reaction SMILES: [Br:51][C:52]([Br:53])([Br:54])[Br:55].[CH2:59]1[O:60][CH2:61][CH2:62][CH2:63]1.[CH3:64][CH2:65][O:66][C:67]([CH3:68])=[O:69].[Cl:56][CH2:57][Cl:58].[OH:1][CH2:2][CH2:3][n:4]1[cH:5][c:6]([C:15]2=[C:19]([c:20]3[cH:21][cH:22][cH:23][c:24]4[cH:25][cH:26][n:27]([CH3:29])[c:28]34)[C:18](=[O:30])[NH:17][C:16]2=[O:31])[c:7]2[cH:8][cH:9][c:10]([O:13][CH3:14])[cH:11][c:12]12.[c:32]1([P:33]([c:34]2[cH:35][cH:36][cH:37][cH:38][cH:39]2)[c:40]2[cH:41][cH:42][cH:43][cH:44][cH:45]2)[cH:46][cH:47][cH:48][cH:49][cH:50]1>>[CH2:2]([CH2:3][n:4]1[cH:5][c:6]([C:15]2=[C:19]([c:20]3[cH:21][cH:22][cH:23][c:24]4[cH:25][cH:26][n:27]([CH3:29])[c:28]34)[C:18](=[O:30])[NH:17][C:16]2=[O:31])[c:7]2[cH:8][cH:9][c:10]([O:13][CH3:14])[cH:11][c:12]12)[Br:51]. Reactants: C(C1=CC=CC=C1)ONC(C[C@@H](CCCC1CCCCC1)C=1OC=C(N1)C(=O)OCC)=O (ethyl 2-((1R)-1-{2-[(benzyloxy)amino]-2-oxoethyl}-4-cyclohexylbutyl)-1,3-oxazole-4-carboxylate), CC(C)C[AlH]CC(C)C (DIBAL), [O-]S(=O)(=O)[O-].[Mg+2] (MgSO4), C(=O)(O)[O-].[Na+] (NaHCO3). The solvent is C1(=CC=CC=C1)C (toluene), CO (MeOH), CCOC(=O)C (EtOAc). Run at time 30 minute. Yields the product C(C1=CC=CC=C1)ONC(C[C@@H](CCCC1CCCCC1)C=1OC=C(N1)C=O)=O ((3R)-N-(benzyloxy)-6-cyclohexyl-3-(4-formyl-1,3-oxazol-2-yl)hexanamide). The yield is 44.8%. Reaction SMILES: [CH2:1]([O:8][NH:9][C:10](=[O:32])[CH2:11][C@H:12]([C:22]1[O:23][CH:24]=[C:25]([C:27](OCC)=[O:28])[N:26]=1)[CH2:13][CH2:14][CH2:15][CH:16]1[CH2:21][CH2:20][CH2:19][CH2:18][CH2:17]1)[C:2]1[CH:7]=[CH:6][CH:5]=[CH:4][CH:3]=1.CC(C[AlH]CC(C)C)C.C([O-])(O)=O.[Na+].[O-]S([O-])(=O)=O.[Mg+2]>C1(C)C=CC=CC=1.CCOC(C)=O.CO>[CH2:1]([O:8][NH:9][C:10](=[O:32])[CH2:11][C@H:12]([C:22]1[O:23][CH:24]=[C:25]([CH:27]=[O:28])[N:26]=1)[CH2:13][CH2:14][CH2:15][CH:16]1[CH2:21][CH2:20][CH2:19][CH2:18][CH2:17]1)[C:2]1[CH:7]=[CH:6][CH:5]=[CH:4][CH:3]=1 |f:2.3,4.5|. Procedure: A solution of ethyl 2-((1R)-1-{2-[(benzyloxy)amino]-2-oxoethyl}-4-cyclohexylbutyl)-1,3-oxazole-4-carboxylate (preparation 155) (1.50 g, 3.39 mmol) in toluene (50 ml) at −78° C. was treated dropwise with DIBAL (1M in hexanes) (11.86 ml, 11.86 mmol) and stirred at this temperature for 30 minutes. MeOH (12 ml) was added to quench the reaction and the reaction mixture allowed to warm to room temperature. Alternate portions of NaHCO3 and MgSO4 were added to the reaction mixture to form a white paste.... Reactants: O=C1CCCCCN1, O, O=[N+]([O-])O. Product: O=C1CCCCCN1, O=[N+]([O-])O. As a reaction SMILES: [C:1]1(=[O:8])[CH2:2][CH2:3][CH2:4][CH2:5][CH2:6][NH:7]1.[OH2:13].[OH:9][N+:10]([O-:11])=[O:12]>>[C:1]1(=[O:8])[CH2:2][CH2:3][CH2:4][CH2:5][CH2:6][NH:7]1.[O:9]=[N+:10]([OH:11])[O-:12]. Yields the product ClC1=CC=C(C=C1)C1=NNC(=C1)[C@H]1[C@@H](CN(CC1)CC(O)C1=CC=CC=C1)C1=CC=C(C=C1)F (2[(3R,4R)-4-[3-(4-chlorophenyl)-1H-pyrazol-5-yl]-3-(4-fluorophenyl)-1-piperidyl]-1-phenyl-ethanol). Run at time 16 hour. Starting materials: ClC1=CC=C(C=C1)C1=NNC(=C1)[C@H]1[C@@H](CN(CC1)CC(=O)C1=CC=CC=C1)C1=CC=C(C=C1)F (2-[(3R,4R)-4-[3-(4-chlorophenyl)-1H-pyrazol-5-yl]-3-(4-fluorophenyl)-1-piperidyl]-1-phenyl-ethanone), [BH4-].[Na+] (sodium borohydride). Reaction SMILES: [Cl:1][C:2]1[CH:7]=[CH:6][C:5]([C:8]2[CH:12]=[C:11]([C@@H:13]3[CH2:18][CH2:17][N:16]([CH2:19][C:20]([C:22]4[CH:27]=[CH:26][CH:25]=[CH:24][CH:23]=4)=[O:21])[CH2:15][C@H:14]3[C:28]3[CH:33]=[CH:32][C:31]([F:34])=[CH:30][CH:29]=3)[NH:10][N:9]=2)=[CH:4][CH:3]=1.[BH4-].[Na+]>C(O)C>[Cl:1][C:2]1[CH:7]=[CH:6][C:5]([C:8]2[CH:12]=[C:11]([C@@H:13]3[CH2:18][CH2:17][N:16]([CH2:19][CH:20]([C:22]4[CH:27]=[CH:26][CH:25]=[CH:24][CH:23]=4)[OH:21])[CH2:15][C@H:14]3[C:28]3[CH:29]=[CH:30][C:31]([F:34])=[CH:32][CH:33]=3)[NH:10][N:9]=2)=[CH:4][CH:3]=1 |f:1.2|. Procedure details: The product from step A (40 mg, 0.084 mmol) in ethanol (1.0 ml) was treated at rt with sodium borohydride (31.9 mg, 0.844 mmol). The mixture was stirred at rt for 16 h, then quenched with 2M aq NaOH (0.1 mL) and concentrated. Direct purification of the residue by RP-HPLC(C18, acetonitrile, water, 0.1% TFA) afforded the title compound. HPLC/MS: 476.3, 478.3 (M+1); Rt=1.66 min (LC-4 HPLC conditions). The solvent is C(C)O (ethanol). Starting materials: C(CCC)OC(=O)C1=C(C2=C(S1)C=C(C(=C2)OC)OC)O (2-butoxycarbonyl-5,6-dimethoxy-3-hydroxybenzo[b]thiophene), C(C)S (ethanethiol), [H-].[Na+] (NaH), [NH4+].[Cl-] (NH4Cl). Solvent: CN(C)C=O (DMF). Product: SiO2 CHCl3, C(CCC)OC(=O)C1=C(C2=C(S1)C=C(C(=C2)OC)O)O (2-butoxycarbonyl-3,6-dihydroxy-5-methoxybenzo[b]thiophene). Isolated yield 76.7%. Reaction SMILES: C(S)C.[H-].[Na+].[CH2:6]([O:10][C:11]([C:13]1[S:17][C:16]2[CH:18]=[C:19]([O:24]C)[C:20]([O:22][CH3:23])=[CH:21][C:15]=2[C:14]=1[OH:26])=[O:12])[CH2:7][CH2:8][CH3:9].[NH4+].[Cl-]>CN(C=O)C>[CH2:6]([O:10][C:11]([C:13]1[S:17][C:16]2[CH:18]=[C:19]([OH:24])[C:20]([O:22][CH3:23])=[CH:21][C:15]=2[C:14]=1[OH:26])=[O:12])[CH2:7][CH2:8][CH3:9] |f:1.2,4.5|. Procedure details: 4.45 ml (60 mmol) ethanethiol and 2.62 g (60 mmol, 60%) NaH were stirred for 15 mins. at room temperature in 100 ml DMF. 9.31 g (30 mmol) XIII were added to the resulting solution, followed by refluxing for 4 h. After hydrolysis with 25 ml saturated NH4Cl solution, the solvents were removed in vacuo, the residue was taken up in 500 ml ethyl acetate and washed with water. After drying over Na2SO4, flash chromatography (250 g SiO2, n-hexane:ethyl acetate=2:1+1% acetic acid), pre-adsorption: 25 g S... The reactants are O (Water), C(C)(C)(C)OC(C(C)(C)SC=1SC=C(N1)CCO)=O (2-{[4-(2-hydroxyethyl)-1,3-thiazol-2-yl]thio}-2-methylpropionic acid tert-butyl ester), ClC=1N=NC(=CC1)Cl (3,6-dichloropyridazine), CC(C)([O-])C.[K+] (potassium tert-butoxide). Solvent: CN(C=O)C (N,N-dimethylformamide). Reaction conditions: time 4 hour. The product is C(C)(C)(C)OC(C(C)(C)SC=1SC=C(N1)CCOC=1N=NC(=CC1)Cl)=O (2-[(4-{2-[(6-chloropyridazin-3-yl)oxy]ethyl}-1,3-thiazol-2-yl)thio]-2-methylpropionic acid tert-butyl ester). Yield: 62.0%. As a reaction SMILES: [C:1]([O:5][C:6](=[O:19])[C:7]([S:10][C:11]1[S:12][CH:13]=[C:14]([CH2:16][CH2:17][OH:18])[N:15]=1)([CH3:9])[CH3:8])([CH3:4])([CH3:3])[CH3:2].[Cl:20][C:21]1[N:22]=[N:23][C:24](Cl)=[CH:25][CH:26]=1.CC(C)([O-])C.[K+].O>CN(C)C=O>[C:1]([O:5][C:6](=[O:19])[C:7]([S:10][C:11]1[S:12][CH:13]=[C:14]([CH2:16][CH2:17][O:18][C:24]2[N:23]=[N:22][C:21]([Cl:20])=[CH:26][CH:25]=2)[N:15]=1)([CH3:9])[CH3:8])([CH3:2])([CH3:4])[CH3:3] |f:2.3|. Procedure details: 2-{[4-(2-Hydroxyethyl)-1,3-thiazol-2-yl]thio}-2-methylpropionic acid tert-butyl ester (2.0 g) synthesized in Example 4 and 3,6-dichloropyridazine (1.2 g) were dissolved in N,N-dimethylformamide (30 mL), potassium tert-butoxide (0.9 g) was added, and the mixture was stirred at room temperature for 4 hr. Water was added to the reaction mixture, and the mixture was extracted with ethyl acetate. The organic layer was washed with saturated brine and dried over anhydrous sodium sulfate. The solvent wa...